Dataset: the Open Reaction Database (ORD), a public repository of structured organic reaction records. Task: describe an organic reaction: reactants, conditions, products, and yield The reactants are C1(CC1)COC=1C(=C(C=CC1OC)C1=C2CCC(C2=CC=C1)=O)O (4-(3-(cyclopropylmethoxy)-2-hydroxy-4-methoxyphenyl)-2,3-dihydro-1H-inden-1-one), C([O-])([O-])=O.[K+].[K+] (potassium carbonate), BrCC(=O)NCCC (2-bromo-N-propylacetamide). Solvent: C(C)#N (acetonitrile). Reaction conditions: temperature 70 celsius. Product: C1(CC1)COC1=C(OCC(=O)NCCC)C(=CC=C1OC)C1=C2CCC(C2=CC=C1)=O (2-[2-Cyclopropylmethoxy-3-methoxy-6-(1-oxo-indan-4-yl)-phenoxy]-N-propyl-acetamide). The yield is 30.7%. RXN SMILES: [CH:1]1([CH2:4][O:5][C:6]2[C:7]([OH:24])=[C:8]([C:14]3[CH:22]=[CH:21][CH:20]=[C:19]4[C:15]=3[CH2:16][CH2:17][C:18]4=[O:23])[CH:9]=[CH:10][C:11]=2[O:12][CH3:13])[CH2:3][CH2:2]1.C(=O)([O-])[O-].[K+].[K+].Br[CH2:32][C:33]([NH:35][CH2:36][CH2:37][CH3:38])=[O:34]>C(#N)C>[CH:1]1([CH2:4][O:5][C:6]2[C:11]([O:12][CH3:13])=[CH:10][CH:9]=[C:8]([C:14]3[CH:22]=[CH:21][CH:20]=[C:19]4[C:15]=3[CH2:16][CH2:17][C:18]4=[O:23])[C:7]=2[O:24][CH2:32][C:33]([NH:35][CH2:36][CH2:37][CH3:38])=[O:34])[CH2:3][CH2:2]1 |f:1.2.3|. Reported procedure: 4-(3-(cyclopropylmethoxy)-2-hydroxy-4-methoxyphenyl)-2,3-dihydro-1H-inden-1-one (100 mg, 0.308 mmol) in acetonitrile (15 mL) was added potassium carbonate (127 mg, 0.925 mmol) and 2-bromo-N-propylacetamide (110 mg, 0.616 mmol) and the resultant reaction mixture was heated to 70° C. for 16 h. The reaction mixture was cooled to RT, filtered through celite and the filtrate was concentrated under reduced pressure. The residue was purified by column chromatography (silica gel, 0-45% ethyl acetate in ... Starting materials: C(C)N(C(C)C)C(C)C (N-ethyldiisopropylamine), C([C@@H](O)C)(=O)O (L-(+)-lactic acid), C(C(=O)Cl)(=O)Cl (Oxalyl chloride), C1=CC=CC=2C3=CC=CC=C3C(C12)COC(=O)N1[C@@H](CCC1)C(=O)O ((S)-1-(((9H-fluoren-9-yl)methoxy)carbonyl)pyrrolidine-2-carboxylic acid). Reagents/catalysts: CN(C=O)C (N,N-dimethylformamide). Solvent: C(Cl)Cl (methylene chloride), C(Cl)Cl (methylene chloride). Conditions: temperature 0 celsius. The product is C1=CC=CC=2C3=CC=CC=C3C(C12)COC(=O)N1[C@@H](CCC1)C(=O)O[C@H](C(=O)O)C ((S)-2-(((S)-1-(((9H-fluoren-9-yl)methoxy)carbonyl)pyrrolidine-2-carbonyl)oxy)propanoic acid). Isolated yield 71.3%. Reaction SMILES: C(Cl)(=O)C(Cl)=O.[CH:7]1[C:19]2[CH:18]([CH2:20][O:21][C:22]([N:24]3[CH2:28][CH2:27][CH2:26][C@H:25]3[C:29]([OH:31])=[O:30])=[O:23])[C:17]3[C:12](=[CH:13][CH:14]=[CH:15][CH:16]=3)[C:11]=2[CH:10]=[CH:9][CH:8]=1.C(N(C(C)C)C(C)C)C.[C:41]([OH:46])(=[O:45])[C@H:42]([CH3:44])O>C(Cl)Cl.CN(C)C=O>[CH:16]1[C:17]2[CH:18]([CH2:20][O:21][C:22]([N:24]3[CH2:28][CH2:27][CH2:26][C@H:25]3[C:29]([O:31][C@@H:42]([CH3:44])[C:41]([OH:46])=[O:45])=[O:30])=[O:23])[C:19]3[C:11](=[CH:10][CH:9]=[CH:8][CH:7]=3)[C:12]=2[CH:13]=[CH:14][CH:15]=1. Procedure: Oxalyl chloride (2.34 mL, 26.7 mmol) was added dropwise to a solution of (S)-1-(((9H-fluoren-9-yl)methoxy)carbonyl)pyrrolidine-2-carboxylic acid (Fmoc-Pro-OH) (6.00 g, 17.8 mmol) and N,N-dimethylformamide (69 μL, 0.889 mmol) in methylene chloride (71 mL) with stirring at 0° C. under a nitrogen atmosphere, and the reaction mixture was then stirred at room temperature for 1 hour. The reaction solution was concentrated under reduced pressure, the resulting residue was mixed with methylene chloride ... The product is COc1cc(N)c(C(=O)Nc2ccccc2Cl)cc1OC. RXN SMILES: [CH3:1][O:2][c:3]1[cH:4][c:5]([NH2:14])[c:6]([C:7](=[O:8])[OH:9])[cH:10][c:11]1[O:12][CH3:13].[Cl:19][c:20]1[c:21]([NH2:22])[cH:23][cH:24][cH:25][cH:26]1.[Cl:27][CH:28]([Cl:29])[Cl:30].[S:15]([Cl:16])([Cl:17])=[O:18].[cH:31]1[cH:32][cH:33][cH:34][cH:35][cH:36]1>>[CH3:1][O:2][c:3]1[cH:4][c:5]([NH2:14])[c:6]([C:7](=[O:9])[NH:22][c:21]2[c:20]([Cl:19])[cH:26][cH:25][cH:24][cH:23]2)[cH:10][c:11]1[O:12][CH3:13]. Reactants: COc1cc(N)c(C(=O)O)cc1OC, Nc1ccccc1Cl, ClC(Cl)Cl, O=S(Cl)Cl, c1ccccc1. Product: Cl.ClC=1C=C(C=CC1)CCC1=C(OCCC2N(CCC2)C)C=CC=C1 (2-(2-{2-[2-(3-Chlorophenyl)ethyl]phenoxy}ethyl)-1-methylpyrrolidine hydrochloride). Yield: 127.4%. Solvent: O1CCOCC1 (dioxane), C(C)(=O)OCC (ethyl acetate). As a reaction SMILES: [Cl:1][C:2]1[CH:3]=[C:4]([CH2:8][CH2:9][C:10]2[CH:24]=[CH:23][CH:22]=[CH:21][C:11]=2[O:12][CH2:13][CH2:14][CH:15]2[CH2:19][CH2:18][CH2:17][N:16]2[CH3:20])[CH:5]=[CH:6][CH:7]=1.Cl>C(OCC)(=O)C.O1CCOCC1>[ClH:1].[Cl:1][C:2]1[CH:3]=[C:4]([CH2:8][CH2:9][C:10]2[CH:24]=[CH:23][CH:22]=[CH:21][C:11]=2[O:12][CH2:13][CH2:14][CH:15]2[CH2:19][CH2:18][CH2:17][N:16]2[CH3:20])[CH:5]=[CH:6][CH:7]=1 |f:4.5|. The reactants are solution, Cl (hydrogen chloride), ClC=1C=C(C=CC1)CCC1=C(OCCC2N(CCC2)C)C=CC=C1 (2-(2-{2-[2-(3-chlorophenyl)ethyl]phenoxy}ethyl)-1-methylpyrrolidine). Reported procedure: 0.752 g of 2-(2-{2-[2-(3-chlorophenyl)ethyl]phenoxy}ethyl)-1-methylpyrrolidine [prepared as described in step (a) above] was dissolved in 15 ml of ethyl acetate, and 0.6 ml of a 4N solution of hydrogen chloride in dioxane was added to the resulting solution. The mixture was then concentrated by distillation under reduced pressure. The concentrate was dissolved in 20 ml of ethyl acetate and the solution was allowed to stand at room temperature. The crystals which precipitated were collected by fi...